The task is: describe an organic reaction: reactants, conditions, products, and yield. This data is from the Open Reaction Database (ORD), a public repository of structured organic reaction records. Reactants: Cl (HCl), ONC(=O)N (N-hydroxyurea), N12CCCN=CC2CCCC1 (1,5-diazabicyclo[5.4.0]undec-5-ene), COC(=O)C#CC(=O)OC (dimethyl ethyne dicarboxylate). Solvent: CO (methanol). The product is COC(=O)C1=CC(NO1)=O (3-Oxo-2,3-dihydro-isoxazole-5-carboxylic acid methyl ester). Isolated yield 40.4%. Reaction SMILES: [OH:1][NH:2][C:3](N)=[O:4].N12CCCCC1C=NCCC2.[CH3:17][O:18][C:19]([C:21]#[C:22]C(OC)=O)=[O:20].Cl>CO>[CH3:17][O:18][C:19]([C:21]1[O:1][NH:2][C:3](=[O:4])[CH:22]=1)=[O:20]. Procedure details: Prepared according to Synthesis 1985, 1100. To a stirred solution of N-hydroxyurea (3.80 g, 50 mmol) and 1,5-diazabicyclo[5.4.0]undec-5-ene (8.37 g, 55 mmol) in methanol (50 mL) with cooling (ice bath) was added dimethyl ethyne dicarboxylate (7.11 g, 50 mmol) dropwise over 20 min. A dark red colour appeared then dissipated with each drop added, until finally a deep orange/red clear solution had formed. After an additional 20 min the mixture was concentrated to give a red oil which was then acidi...